From a dataset of the Open Reaction Database (ORD), a public repository of structured organic reaction records. describe an organic reaction: reactants, conditions, products, and yield RXN SMILES: [NH2:1][C:2]1[N:6]([C:7]2[C:12]([Cl:13])=[CH:11][C:10]([O:14][C:15]([F:18])([F:17])[F:16])=[CH:9][C:8]=2[Cl:19])[N:5]=[C:4]([C:20]#[N:21])[C:3]=1[C:22]#[C:23][Si](C)(C)C.[F-]>ClCCl.O1CCCC1>[NH2:1][C:2]1[N:6]([C:7]2[C:12]([Cl:13])=[CH:11][C:10]([O:14][C:15]([F:16])([F:18])[F:17])=[CH:9][C:8]=2[Cl:19])[N:5]=[C:4]([C:20]#[N:21])[C:3]=1[C:22]#[CH:23]. Reported procedure: To a stirred solution of 5-amino-3-cyano-1-(2,6-dichloro-4-trifluoromethoxyphenyl)-4-trimethylsilylethynylpyrazole (0.4657 g) in dichloromethane (5 ml) cooled in an ice-water bath was slowly added tetra-n-butylamntmonium fluoride (1.07 ml of a 1M solution in tetrahydrofuran). After five minutes the ice-water bath was removed. Stirring was continued for ten minutes then the reaction mixture was washed with water. The aqueous layer was washed with dichloromethane. The combined organic layers were ... Yields the product NC1=C(C(=NN1C1=C(C=C(C=C1Cl)OC(F)(F)F)Cl)C#N)C#C (5-Amino-3-cyano-1-(2,6-dichloro4-trifluoromethoxyphenyl)-4-ethynylpyrazole). Starting materials: [F-] (fluoride), NC1=C(C(=NN1C1=C(C=C(C=C1Cl)OC(F)(F)F)Cl)C#N)C#C[Si](C)(C)C (5-amino-3-cyano-1-(2,6-dichloro-4-trifluoromethoxyphenyl)-4-trimethylsilylethynylpyrazole), solution. The solvent is O1CCCC1 (tetrahydrofuran), ClCCl (dichloromethane).